This data is from the Open Reaction Database (ORD), a public repository of structured organic reaction records. The task is: describe an organic reaction: reactants, conditions, products, and yield The reactants are C[N+]1([O-])CCOCC1, CC(C)=O, C=Cc1ccc(-c2noc(-c3cc(C)nc(NC(C)C)n3)n2)cc1, ClCCl, O=[Os](=O)(=O)=O, O, O. The product is Cc1cc(-c2nc(-c3ccc(C(O)CO)cc3)no2)nc(NC(C)C)n1. Reaction SMILES: [CH3:27][N+:28]1([O-:29])[CH2:30][CH2:31][O:32][CH2:33][CH2:34]1.[CH3:35][C:36](=[O:37])[CH3:38].[CH:1]([CH3:2])([CH3:3])[NH:4][c:5]1[n:6][c:7](-[c:12]2[n:13][c:14](-[c:17]3[cH:18][cH:19][c:20]([CH:23]=[CH2:24])[cH:21][cH:22]3)[n:15][o:16]2)[cH:8][c:9]([CH3:11])[n:10]1.[Cl:39][CH2:40][Cl:41].[O:42]=[Os:43](=[O:44])(=[O:45])=[O:46].[OH2:25].[OH2:26]>>[CH:1]([CH3:2])([CH3:3])[NH:4][c:5]1[n:6][c:7](-[c:12]2[n:13][c:14](-[c:17]3[cH:18][cH:19][c:20]([CH:23]([CH2:24][OH:25])[OH:26])[cH:21][cH:22]3)[n:15][o:16]2)[cH:8][c:9]([CH3:11])[n:10]1. The reactants are C(=O)C1=CN=C(S1)NCCCNC([C@H](C)NC([C@H](C)NC([C@H](C)NC(OC(C)(C)C)=O)=O)=O)=O (tert-Butyl(S)-1-((S)-1-((S)-1-(3-(5-formylthiazol-2-ylamino)propylamino)-1-oxopropan-2-ylamino)-1-oxopropan-2-ylamino)-1-oxopropan-2-ylcarbamate), [BH4-].[Na+] (sodium borohydride). Solvent: CCO.O (EtOH H2O). Run at time 40 minute. Yields the product OCC1=CN=C(S1)NCCCNC([C@H](C)NC([C@H](C)NC([C@H](C)NC(OC(C)(C)C)=O)=O)=O)=O (tert-Butyl (S)-1-((S)-1-((S)-1-(3-(5-(hydroxymethyl)thiazol-2-ylamino)propylamino)-1-oxopropan-2-ylamino)-1-oxopropan-2-ylamino)-1-oxopropan-2-ylcarbamate). As a reaction SMILES: [CH:1]([C:3]1[S:7][C:6]([NH:8][CH2:9][CH2:10][CH2:11][NH:12][C:13](=[O:34])[C@@H:14]([NH:16][C:17](=[O:33])[C@@H:18]([NH:20][C:21](=[O:32])[C@@H:22]([NH:24][C:25](=[O:31])[O:26][C:27]([CH3:30])([CH3:29])[CH3:28])[CH3:23])[CH3:19])[CH3:15])=[N:5][CH:4]=1)=[O:2].[BH4-].[Na+]>CCO.O>[OH:2][CH2:1][C:3]1[S:7][C:6]([NH:8][CH2:9][CH2:10][CH2:11][NH:12][C:13](=[O:34])[C@@H:14]([NH:16][C:17](=[O:33])[C@@H:18]([NH:20][C:21](=[O:32])[C@@H:22]([NH:24][C:25](=[O:31])[O:26][C:27]([CH3:29])([CH3:28])[CH3:30])[CH3:23])[CH3:19])[CH3:15])=[N:5][CH:4]=1 |f:1.2,3.4|. Reported procedure: Following the procedure as described in Example 32, except using material from Example 73 (2.5 mg, 5.01 μmol), EtOH/H2O (4:1) (500 μlit), sodium borohydride (1.1 mg, 29.0 μmol) and stirring at room temp for 40 min, the title compound is isolated (quantitative yield) and is used crude in the next step. LC/MS (Condition A): ret. T=2.22 min, (M+H)+ 501.29. The reactants are CC#N, [Na+], O=C(OCc1ccccc1)N1CC2OC2C1, [OH-], O, Oc1ccccc1. Product: O=C(OCc1ccccc1)N1CC(O)C(Oc2ccccc2)C1. Reaction SMILES: [CH3:26][C:27]#[N:28].[Na+:25].[O:1]1[CH:2]2[CH2:3][N:4]([C:7](=[O:8])[O:9][CH2:10][c:11]3[cH:12][cH:13][cH:14][cH:15][cH:16]3)[CH2:5][CH:6]12.[OH-:24].[OH2:29].[OH:17][c:18]1[cH:19][cH:20][cH:21][cH:22][cH:23]1>>[OH:1][CH:2]1[CH2:3][N:4]([C:7](=[O:8])[O:9][CH2:10][c:11]2[cH:12][cH:13][cH:14][cH:15][cH:16]2)[CH2:5][CH:6]1[O:17][c:18]1[cH:19][cH:20][cH:21][cH:22][cH:23]1. Starting materials: FC1=CC=C(C=C1)NC(=O)C=1C=NC(=NC1)OCC(=O)O ([5-(4-fluorophenylcarbamoyl)pyrimidin-2-yloxy]acetic acid), C1(=CC=CC=C1)CCCCCO (5-phenyl-1-pentanol). Solvent: C(C)(=O)OCC.CCCCCC (ethyl acetate hexane). Yields the product C1(=CC=CC=C1)CCCCCOC(COC1=NC=C(C=N1)C(NC1=CC=C(C=C1)F)=O)=O ([5-(4-Fluorophenylcarbamoyl)pyrimidin-2-yloxy]acetic acid 5-phenyl-pentyl ester). Isolated yield 28.0%. Reaction SMILES: [F:1][C:2]1[CH:7]=[CH:6][C:5]([NH:8][C:9]([C:11]2[CH:12]=[N:13][C:14]([O:17][CH2:18][C:19]([OH:21])=[O:20])=[N:15][CH:16]=2)=[O:10])=[CH:4][CH:3]=1.[C:22]1([CH2:28][CH2:29][CH2:30][CH2:31][CH2:32]O)[CH:27]=[CH:26][CH:25]=[CH:24][CH:23]=1>C(OCC)(=O)C.CCCCCC>[C:22]1([CH2:28][CH2:29][CH2:30][CH2:31][CH2:32][O:20][C:19](=[O:21])[CH2:18][O:17][C:14]2[N:13]=[CH:12][C:11]([C:9](=[O:10])[NH:8][C:5]3[CH:4]=[CH:3][C:2]([F:1])=[CH:7][CH:6]=3)=[CH:16][N:15]=2)[CH:27]=[CH:26][CH:25]=[CH:24][CH:23]=1 |f:2.3|. Procedure: The titled compound was prepared from [5-(4-fluorophenylcarbamoyl)pyrimidin-2-yloxy]acetic acid using 5-phenyl-1-pentanol (56 mg, 0.34 mmol) as the coupling partner. Chromatography (gradient 5–95% ethyl acetate/hexane) through SiO2 yielded 6 mg (28%) of the titled compound. ESI-MS m/z 438 (MH+), 436 (M−H−). Starting materials: C1(=CC=CC=C1)P(C1=C(C2=CC=CC=C2C=C1)C1=C(C=CC2=CC=CC=C12)P(C1=CC=CC=C1)C1=CC=CC=C1)C1=CC=CC=C1 (2,2′-bis(diphenylphosphino)-1,1′-binaphthalene), ClC1=NC(=CC(=C1)[N+](=O)[O-])Cl (2,6-dichloro-4-nitropyridine), C(C1=CC=CC=C1)N (benzyl amine), C([O-])([O-])=O.[Cs+].[Cs+] (cesium carbonate). The reagents and catalysts are C(C)(=O)[O-].[Pd+2].C(C)(=O)[O-] (palladium acetate). Run in C1(=CC=CC=C1)C (toluene). Reaction conditions: temperature 100 celsius. Yields the product C(C1=CC=CC=C1)NC1=NC(=CC(=C1)[N+](=O)[O-])Cl (N-benzyl-6-chloro-4-nitropyridin-2-amine). Reaction SMILES: Cl[C:2]1[CH:7]=[C:6]([N+:8]([O-:10])=[O:9])[CH:5]=[C:4]([Cl:11])[N:3]=1.[CH2:12]([NH2:19])[C:13]1[CH:18]=[CH:17][CH:16]=[CH:15][CH:14]=1.C(=O)([O-])[O-].[Cs+].[Cs+].C1(P(C2C=CC=CC=2)C2C=CC3C(=CC=CC=3)C=2C2C3C(=CC=CC=3)C=CC=2P(C2C=CC=CC=2)C2C=CC=CC=2)C=CC=CC=1>C1(C)C=CC=CC=1.C([O-])(=O)C.[Pd+2].C([O-])(=O)C>[CH2:12]([NH:19][C:2]1[CH:7]=[C:6]([N+:8]([O-:10])=[O:9])[CH:5]=[C:4]([Cl:11])[N:3]=1)[C:13]1[CH:18]=[CH:17][CH:16]=[CH:15][CH:14]=1 |f:2.3.4,7.8.9|. Procedure: To a solution of 2,6-dichloro-4-nitropyridine (0.1 g, 0.518 mmol) and benzyl amine (0.062 mL, 0.570 mmol) in 10 mL toluene was added cesium carbonate (0.253 g, 0.777 mmol). The mixture was degassed with nitrogen and 2,2′-bis(diphenylphosphino)-1,1′-binaphthalene (0.016 g, 0.026 mmol) and palladium acetate (5.82 mg, 0.026 mmol) were added. The mixture was heated at 100° C. for 2 hours, filtered through diatomaceous earth and concentrated. The residue was dissolved in ethyl acetate, washed with wa... Starting materials: C(CCCCC)C=1C=C(SC1)C=O (4-hexylthiophene-2-carbaldehyde), Cl.NO (hydroxylamine hydrochloride salt), C11H15S. Run in N1=CC=CC=C1.C(C)O (pyridine ethanol). The product is C(CCCCC)C=1C=C(SC1)C#N (4-Hexylthiophene-2-carbonitrile). The yield is 84.5%. As a reaction SMILES: [CH2:1]([C:7]1[CH:8]=[C:9]([CH:12]=O)[S:10][CH:11]=1)[CH2:2][CH2:3][CH2:4][CH2:5][CH3:6].Cl.[NH2:15]O>N1C=CC=CC=1.C(O)C>[CH2:1]([C:7]1[CH:8]=[C:9]([C:12]#[N:15])[S:10][CH:11]=1)[CH2:2][CH2:3][CH2:4][CH2:5][CH3:6] |f:1.2,3.4|. Procedure: A mixture solution of 4-hexylthiophene-2-carbaldehyde (11.8 g, 60.0 mmol) and hydroxylamine hydrochloride salt (6.3 g, 90 mmol) in pyridine/ethanol (60 mL, 1/1 v/v) was stirred at 80° C. overnight. Then the solvent was removed and the residue was dissolved in chloroform (100 mL). The solution was washed with distilled water (2×50 mL) and dried over anhydrous magnesium sulphate. The solvent was removed and the viscous liquid residue was refluxed in acetic anhydride (30 mL) containing potassium ac... Starting materials: C=CCNc1nc(NCCO)nc2ccc([N+](=O)[O-])cc12, ClCCl, O=S(Cl)Cl. The product is C=CCNc1nc(NCCCl)nc2ccc([N+](=O)[O-])cc12. Reaction SMILES: [CH2:1]([CH:2]=[CH2:3])[NH:4][c:5]1[n:6][c:7]([NH:18][CH2:19][CH2:20][OH:21])[n:8][c:9]2[cH:10][cH:11][c:12]([N+:15](=[O:16])[O-:17])[cH:13][c:14]12.[Cl:26][CH2:27][Cl:28].[S:22]([Cl:23])([Cl:24])=[O:25]>>[CH2:1]([CH:2]=[CH2:3])[NH:4][c:5]1[n:6][c:7]([NH:18][CH2:19][CH2:20][Cl:24])[n:8][c:9]2[cH:10][cH:11][c:12]([N+:15](=[O:16])[O-:17])[cH:13][c:14]12.